From a dataset of the Open Reaction Database (ORD), a public repository of structured organic reaction records. describe an organic reaction: reactants, conditions, products, and yield The reactants are FC(C1=CC(NC2=CC=3CCC(N(C3C=C21)CC)C)=O)(F)F (4-Trifluoromethyl-7-methyl-6-ethyl-6,7,8,9-tetrahydropyrido[2,3-g]quinolin-2(1H)-one), C(C)OC(C(F)(F)F)O (trifluoroacetaldehyde ethyl hemiacetal). Yields the product FC(C1=CC(NC2=CC=3CCC(N(C3C=C21)CC(F)(F)F)C)=O)(F)F (4-Trifluoromethyl-7-methyl-6-(2,2,2-trifluoroethyl)-6,7,8,9-tetrahydropyrido[2,3-g]quinolin-2(1H)-one). RXN SMILES: [F:1][C:2]([F:22])([F:21])[C:3]1[C:16]2[C:7](=[CH:8][C:9]3[CH2:10][CH2:11][CH:12]([CH3:19])[N:13](CC)[C:14]=3[CH:15]=2)[NH:6][C:5](=[O:20])[CH:4]=1.C(O[CH:26](O)[C:27]([F:30])([F:29])[F:28])C>>[F:22][C:2]([F:1])([F:21])[C:3]1[C:16]2[C:7](=[CH:8][C:9]3[CH2:10][CH2:11][CH:12]([CH3:19])[N:13]([CH2:26][C:27]([F:28])([F:29])[F:30])[C:14]=3[CH:15]=2)[NH:6][C:5](=[O:20])[CH:4]=1. Procedure details: This compound was prepared in a similar fashion as that described in Example 84 from Compound 187 (Structure 33 of Scheme VI, where R1=methyl, n=1) and trifluoroacetaldehyde ethyl hemiacetal. 1H NMR (400 MHz, CDCl3) 11.08 (br. s, 1H), 7.06 (s, 1H), 7.00 (s, 1H), 6.99 (s, 1H), 3.99 (m, 1H), 3.81 (m, 1H), 3.67 (m, 1H), 3.10-2.95 (m, 1H), 2.92-2.82 (m, 1H), 2.07-1.97 (m, 1H), 1.93-1.80 (m, 1H), 1.19 (d, 3H, J=6.5). Yield: 274.6%. Reaction SMILES: [CH3:1][O:2][C:3](=[O:23])[CH2:4][C:5](=[N:21][OH:22])[NH:6][C:7]([C:9]1[NH:10][C:11]2[C:16]([CH:17]=1)=[CH:15][CH:14]=[CH:13][C:12]=2[N+:18]([O-:20])=[O:19])=O.N1C=CC=CC=1>CN(C=O)C>[CH3:1][O:2][C:3](=[O:23])[CH2:4][C:5]1[N:6]=[C:7]([C:9]2[NH:10][C:11]3[C:16]([CH:17]=2)=[CH:15][CH:14]=[CH:13][C:12]=3[N+:18]([O-:20])=[O:19])[O:22][N:21]=1. Starting materials: COC(CC(NC(=O)C=1NC2=C(C=CC=C2C1)[N+](=O)[O-])=NO)=O (3-(Hydroxyimino)-3-[(7-nitro-1H-indole-2-carbonyl)-amino]-propionic acid methyl ester), N1=CC=CC=C1 (Pyridine). Reported procedure: 3-(Hydroxyimino)-3-[(7-nitro-1H-indole-2-carbonyl)-amino]-propionic acid methyl ester (960 mg, 1 mmol) prepared in Step B was dissolved in DMF (10 mL). Pyridine (1 mL) was added thereto, and the mixture was stirred for 4 h at 80° C. The reaction was quenched by aqueous NH4Cl solution. The reaction mixture was extracted with EtOAc, and dried over MgSO4. The solvent was removed under reduced pressure, and the residue was purified by column chromatography to give the title compound (830 mg, Yield 9... Reaction conditions: temperature 80 celsius, time 4 hour. The product is COC(CC1=NOC(=N1)C=1NC2=C(C=CC=C2C1)[N+](=O)[O-])=O (2-[5-(7-Nitro-1H-indol-2-yl)-[1,2,4]oxadiazol-3-yl]-acetic acid methyl ester). The solvent is CN(C)C=O (DMF). Reactants: CCOC(=O)C(Br)Br, O=C([O-])[O-], CN(C)C=O, Oc1ccc(Cl)c(Cl)c1O, [K+], [K+]. Yields the product CCOC(=O)C1Oc2ccc(Cl)c(Cl)c2O1. As a reaction SMILES: [Br:17][CH:18]([C:19](=[O:20])[O:21][CH2:22][CH3:23])[Br:24].[C:11](=[O:12])([O-:13])[O-:14].[CH3:25][N:26]([CH3:27])[CH:28]=[O:29].[Cl:1][c:2]1[c:3]([OH:10])[c:4]([OH:9])[cH:5][cH:6][c:7]1[Cl:8].[K+:15].[K+:16]>>[Cl:1][c:2]1[c:3]2[c:4]([cH:5][cH:6][c:7]1[Cl:8])[O:9][CH:18]([C:19](=[O:20])[O:21][CH2:22][CH3:23])[O:10]2. Yields the product ClCCl.CO.N (dichloromethane methanol ammonia), ClC=1C=C(OC=2C(=NN3C2CNCC3)CC)C=C(C1)Cl (3-(3,5-Dichlorophenoxy)-2-ethyl-4,5,6,7-tetrahydropyrazolo[1,5-a]pyrazine). The reactants are B (borane), solution, B (borane), solution, Cl (hydrochloric acid), B (borane), solution, B (Borane), solution, ClC=1C=C(OC=2C(=NN3C2C(NCC3)=O)CC)C=C(C1)Cl (3-(3,5-Dichlorophenoxy)-2-ethyl-6,7-dihydropyrazolo[1,5-a]pyrazin-4(5H)-one). RXN SMILES: B.[Cl:2][C:3]1[CH:4]=[C:5]([CH:19]=[C:20]([Cl:22])[CH:21]=1)[O:6][C:7]1[C:8]([CH2:17][CH3:18])=[N:9][N:10]2[CH2:15][CH2:14][NH:13][C:12](=O)[C:11]=12.[ClH:23]>O1CCCC1>[Cl:23][CH2:20][Cl:22].[CH3:5][OH:6].[NH3:9].[Cl:22][C:20]1[CH:19]=[C:5]([CH:4]=[C:3]([Cl:2])[CH:21]=1)[O:6][C:7]1[C:8]([CH2:17][CH3:18])=[N:9][N:10]2[CH2:15][CH2:14][NH:13][CH2:12][C:11]=12 |f:4.5.6|. Solvent: O1CCCC1 (tetrahydrofuran), O1CCCC1 (tetrahydrofuran), O1CCCC1 (tetrahydrofuran), O1CCCC1 (tetrahydrofuran), O1CCCC1 (tetrahydrofuran). Procedure: Borane (2.00 ml of a 1.0M solution in tetrahydrofuran, 2.00 mmol) was added to a stirred solution of the pyrazole of Example 97 (326 mg, 1.00 mmol) in tetrahydrofuran (10 ml) at room temperature under nitrogen. The reaction was heated under reflux for 5 hours and further borane (3.00 ml of a 1.0M solution in tetrahydrofuran, 3.00 mmol) was added. The reaction was heated under reflux for 14 hours and further borane (2.00 ml of a 1.0M solution in tetrahydrofuran, 2.00 mmol) was added. The reaction...